Dataset: the Open Reaction Database (ORD), a public repository of structured organic reaction records. Task: describe an organic reaction: reactants, conditions, products, and yield The reactants are O=P12OP3(=O)OP(=O)(O1)OP(=O)(O2)O3 (Phosphorous pentoxide), CS(=O)(=O)O (methanesulfonic acid), COC=1C=C2CCC(C2=CC1)=NO (5-Methoxy-1-indanone oxime). Reaction conditions: time 3 hour. The product is COC=1C=C2CCNC(C2=CC1)=O (6-methoxy-1-oxo-1,2,3,4-tetrahydroisoquinoline). RXN SMILES: O=P12OP3(OP(OP(O3)(O1)=O)(=O)O2)=O.CS(O)(=O)=[O:17].[CH3:20][O:21][C:22]1[CH:23]=[C:24]2[C:28](=[CH:29][CH:30]=1)[C:27](=[N:31]O)[CH2:26][CH2:25]2>>[CH3:20][O:21][C:22]1[CH:23]=[C:24]2[C:28](=[CH:29][CH:30]=1)[C:27](=[O:17])[NH:31][CH2:26][CH2:25]2. Procedure details: Phosphorous pentoxide (1.0 g, 7.1 mmol) is added all at once to methanesulfonic acid (10 g, 104.1 mmol) and stirred for 3 hours at room temperature. 5-Methoxy-1-indanone oxime (100 mg, 0.53 mmol) is added in portions, with each portion allowed to dissolve completely before the next is added. The stirred reaction mixture is heated at 100° for 1.5 hours. The reaction is quenched by the addition of saturated sodium bicarbonate (10 ml) and extracted with 3×5 ml dichloromethane. The combined organic ... Starting materials: OBO, Nc1ccc(Cc2ccncc2)cc1Br, Fc1ccccc1Cl. Yields the product Nc1ccc(Cc2ccncc2)cc1-c1ccc(F)c(Cl)c1. Reaction SMILES: [BH:16]([OH:17])[OH:18].[Br:1][c:2]1[c:3]([NH2:4])[cH:5][cH:6][c:7]([CH2:9][c:10]2[cH:11][cH:12][n:13][cH:14][cH:15]2)[cH:8]1.[Cl:19][c:20]1[cH:21][cH:22][cH:23][cH:24][c:25]1[F:26]>>[c:2]1(-[c:22]2[cH:21][c:20]([Cl:19])[c:25]([F:26])[cH:24][cH:23]2)[c:3]([NH2:4])[cH:5][cH:6][c:7]([CH2:9][c:10]2[cH:11][cH:12][n:13][cH:14][cH:15]2)[cH:8]1. The reactants are solid, BrC=1C=CC2=C(N(C=N2)C2=C(C=C(C=C2)F)F)C1 (6-bromo-1-(2,4-difluoro-phenyl)-1H-benzo[d]imidazole), BrC=1C=CC2=C(N(C=N2)C2=C(C=C(C=C2)F)F)C1 (6-bromo-1-(2,4-difluoro-phenyl)-1H-benzo[d]imidazole), FC1=CC=C(C=C1)N1N=CC=C1B(O)O (1-(4-fluoro-phenyl)-1H-pyrazol-5-ylboronic acid), FC1=CC=C(C=C1)N1N=CC=C1B(O)O (1-(4-fluoro-phenyl)-1H-pyrazol-5-ylboronic acid). The product is FC1=C(C=CC(=C1)F)N1C=NC2=C1C=C(C=C2)C=2N(N=CC2)C2=CC=C(C=C2)F (1-(2,4-Difluoro-phenyl)-6-[2-(4-fluoro-phenyl)-2H-pyrazol-3-yl]-1H-benzoimidazole). RXN SMILES: Br[C:2]1[CH:3]=[CH:4][C:5]2[N:9]=[CH:8][N:7]([C:10]3[CH:15]=[CH:14][C:13]([F:16])=[CH:12][C:11]=3[F:17])[C:6]=2[CH:18]=1.[F:19][C:20]1[CH:25]=[CH:24][C:23]([N:26]2[C:30](B(O)O)=[CH:29][CH:28]=[N:27]2)=[CH:22][CH:21]=1>>[F:17][C:11]1[CH:12]=[C:13]([F:16])[CH:14]=[CH:15][C:10]=1[N:7]1[C:6]2[CH:18]=[C:2]([C:30]3[N:26]([C:23]4[CH:24]=[CH:25][C:20]([F:19])=[CH:21][CH:22]=4)[N:27]=[CH:28][CH:29]=3)[CH:3]=[CH:4][C:5]=2[N:9]=[CH:8]1. Procedure details: The title compound, light brown solid (69 mg, 55%), MS (ISP) m/z=391.5 [(M+H)+], mp 152° C., was prepared in accordance with the general method of example 1 from 6-bromo-1-(2,4-difluoro-phenyl)-1H-benzo[d]imidazole (intermediate K) (100 mg, 324 μmol) and 1-(4-fluoro-phenyl)-1H-pyrazol-5-ylboronic acid (intermediate A) (79.9 mg, 388 μmol). Reactants: ON1C(CC(CC1C1=CC=CC=C1)=NO)C1=CC=CC=C1 (1-hydroxy-2,6-diphenyl-4-piperidone oxime), C(CCCCCCC)O (1-octanol), CS(=O)(=O)O (methanesulfonic acid). Yields the product ON1C(CC(CC1C1=CC=CC=C1)(OCCCCCCCC)OCCCCCCCC)C1=CC=CC=C1 (1-Hydroxy-2,6-diphenyl-4,4-dioctyloxypiperidine). Yield: 32.5%. As a reaction SMILES: [OH:1][N:2]1[CH:7]([C:8]2[CH:13]=[CH:12][CH:11]=[CH:10][CH:9]=2)[CH2:6][C:5](=NO)[CH2:4][CH:3]1[C:16]1[CH:21]=[CH:20][CH:19]=[CH:18][CH:17]=1.[CH2:22]([OH:30])[CH2:23][CH2:24][CH2:25][CH2:26][CH2:27][CH2:28][CH3:29].CS(O)(=O)=O>>[OH:1][N:2]1[CH:7]([C:8]2[CH:13]=[CH:12][CH:11]=[CH:10][CH:9]=2)[CH2:6][C:5]([O:30][CH2:22][CH2:23][CH2:24][CH2:25][CH2:26][CH2:27][CH2:28][CH3:29])([O:30][CH2:22][CH2:23][CH2:24][CH2:25][CH2:26][CH2:27][CH2:28][CH3:29])[CH2:4][CH:3]1[C:16]1[CH:21]=[CH:20][CH:19]=[CH:18][CH:17]=1. Procedure: The general procedure of Example 12 is repeated using 10.0 g (0.035 mole) 1-hydroxy-2,6-diphenyl-4-piperidone oxime, 25.0 g (0.19 moles) 1-octanol and 7.0 g (0.073 moles) methanesulfonic acid. 5.8 g (32% yield) of the title compound is isolated as a clear oil after purification by LC (silica gel, ethyl acetate:hexane). The reactants are CCC(CC)(c1ccc(CCC(OCOC)(C(F)(F)F)C(F)(F)F)c(C)c1)c1ccc(-c2cncc(CC(=O)OC)c2)c(C)c1, ClCCl, O=C(O)C(F)(F)F. The product is CCC(CC)(c1ccc(CCC(O)(C(F)(F)F)C(F)(F)F)c(C)c1)c1ccc(-c2cncc(CC(=O)OC)c2)c(C)c1. Reaction SMILES: [CH3:8][O:9][C:10]([CH2:11][c:12]1[cH:13][n:14][cH:15][c:16](-[c:18]2[c:19]([CH3:51])[cH:20][c:21]([C:24]([CH2:25][CH3:26])([c:27]3[cH:28][c:29]([CH3:48])[c:30]([CH2:33][CH2:34][C:35]([C:36]([F:37])([F:38])[F:39])([C:40]([F:41])([F:42])[F:43])[O:44][CH2:45][O:46][CH3:47])[cH:31][cH:32]3)[CH2:49][CH3:50])[cH:22][cH:23]2)[cH:17]1)=[O:52].[Cl:53][CH2:54][Cl:55].[OH:1][C:2]([C:3]([F:4])([F:5])[F:6])=[O:7]>>[CH3:8][O:9][C:10]([CH2:11][c:12]1[cH:13][n:14][cH:15][c:16](-[c:18]2[c:19]([CH3:51])[cH:20][c:21]([C:24]([CH2:25][CH3:26])([c:27]3[cH:28][c:29]([CH3:48])[c:30]([CH2:33][CH2:34][C:35]([C:36]([F:37])([F:38])[F:39])([C:40]([F:41])([F:42])[F:43])[OH:44])[cH:31][cH:32]3)[CH2:49][CH3:50])[cH:22][cH:23]2)[cH:17]1)=[O:52].